Dataset: the Open Reaction Database (ORD), a public repository of structured organic reaction records. Task: describe an organic reaction: reactants, conditions, products, and yield The reactants are [H][H] (hydrogen), CC1(COC(OC1)(C=1SC=CC1)C1=CC(=C(C=C1)N)[N+](=O)[O-])C (4-[5,5-dimethyl-2-(2-thienyl)-1,3-dioxan-2-yl]-2-nitrobenzenamine). Reagents/catalysts: [Ni] (Raney-nickel). Run in CO (methanol). The product is CC1(COC(OC1)(C=1SC=CC1)C=1C=C(C(=CC1)N)N)C (4-[5,5-dimethyl-2-(2-thienyl)-1,3-dioxan-2-yl]-1,2-benzenediamine). Yield: 100.0%. As a reaction SMILES: [CH3:1][C:2]1([CH3:23])[CH2:7][O:6][C:5]([C:13]2[CH:18]=[CH:17][C:16]([NH2:19])=[C:15]([N+:20]([O-])=O)[CH:14]=2)([C:8]2[S:9][CH:10]=[CH:11][CH:12]=2)[O:4][CH2:3]1.[H][H]>[Ni].CO>[CH3:1][C:2]1([CH3:23])[CH2:3][O:4][C:5]([C:13]2[CH:14]=[C:15]([NH2:20])[C:16]([NH2:19])=[CH:17][CH:18]=2)([C:8]2[S:9][CH:10]=[CH:11][CH:12]=2)[O:6][CH2:7]1. Procedure details: A mixture of 5.04 parts of 4-[5,5-dimethyl-2-(2-thienyl)-1,3-dioxan-2-yl]-2-nitrobenzenamine and 120 parts of methanol is hydrogenated at normal pressure and at room temperature with 3 parts of Raney-nickel catalyst. After the calculated amount of hydrogen is taken up, the catalyst is filtered off and the filtrate is evaporated, yielding 4.5 parts (100%) of 4-[5,5-dimethyl-2-(2-thienyl)-1,3-dioxan-2-yl]-1,2-benzenediamine; mp. 178° C. Reactants: aqueous solution, C([O-])([O-])=O.[K+].[K+] (potassium carbonate), N=1N=CN(C1)C1=CC=C(C=C1)CN(C[C@@H]([C@H](CC1=CC=CC=C1)NC(C(F)(F)F)=O)O)NC(=O)OC(C)(C)C (1-[p-(1,2,4-triazol-4-yl)phenyl]-4(S)-hydroxy-2-(tert-butyloxycarbonyl)amino-5(S)-(trifluoroacetyl)amino-6-phenyl-2-azahexane). The solvent is CO (methanol). Product: N=1N=CN(C1)C1=CC=C(C=C1)CN(C[C@@H]([C@H](CC1=CC=CC=C1)N)O)NC(=O)OC(C)(C)C (1-[p-(1,2,4-Triazol-4-yl)phenyl]-4(S)-hydroxy-2-(tert-butyloxycarbonyl)amino-5(S)-amino-6-phenyl-2-azahexane). RXN SMILES: [N:1]1[N:2]=[CH:3][N:4]([C:6]2[CH:11]=[CH:10][C:9]([CH2:12][N:13]([NH:32][C:33]([O:35][C:36]([CH3:39])([CH3:38])[CH3:37])=[O:34])[CH2:14][C@H:15]([OH:31])[C@@H:16]([NH:24]C(=O)C(F)(F)F)[CH2:17][C:18]3[CH:23]=[CH:22][CH:21]=[CH:20][CH:19]=3)=[CH:8][CH:7]=2)[CH:5]=1.C(=O)([O-])[O-].[K+].[K+]>CO>[N:1]1[N:2]=[CH:3][N:4]([C:6]2[CH:7]=[CH:8][C:9]([CH2:12][N:13]([NH:32][C:33]([O:35][C:36]([CH3:39])([CH3:38])[CH3:37])=[O:34])[CH2:14][C@H:15]([OH:31])[C@@H:16]([NH2:24])[CH2:17][C:18]3[CH:23]=[CH:22][CH:21]=[CH:20][CH:19]=3)=[CH:10][CH:11]=2)[CH:5]=1 |f:1.2.3|. Reported procedure: 0.756 g (1.38 mmol) of 1-[p-(1,2,4-triazol-4-yl)phenyl]-4(S)-hydroxy-2-(tert-butyloxycarbonyl)amino-5(S)-(trifluoroacetyl)amino-6-phenyl-2-azahexane (Example 14d) is initially introduced in 28 ml of methanol, and 6.9 ml (6.89 mmol) of a 1 M aqueous solution of potassium carbonate are then added. The reaction mixture is stirred under reflux for 3 h and then concentrated down to about 10 ml; it is then acidified with dilute hydrochloric acid and extracted with methylene chloride. The title compoun... The reactants are NN (hydrazine), C(C)O (ethanol), C(C)(C)(C)OC(=O)N(CCN(CCCCCCN1C(C=2C(C1=O)=CC=CC2)=O)C(=O)OC(C)(C)C)CCCCCCN2C(C=1C(C2=O)=CC=CC1)=O (N,N′-bis(t-butyloxycarbonyl)-N,N′-bis(6-phthalimidohexyl)-1,2-diaminoethane). The solvent is C(Cl)Cl (methylene chloride). Conditions: time 8 hour. Yields the product NCCCCCCN(CCN(C(=O)OC(C)(C)C)CCCCCCN)C(=O)OC(C)(C)C (N,N′-bis(6-aminohexyl)-N,N′-bis(t-butyloxycarbonyl)-1,2-diaminoethane). The yield is 84.0%. As a reaction SMILES: NN.C(O)C.[C:6]([O:10][C:11]([N:13]([CH2:41][CH2:42][CH2:43][CH2:44][CH2:45][CH2:46][N:47]1C(=O)C2=CC=CC=C2C1=O)[CH2:14][CH2:15][N:16]([C:34]([O:36][C:37]([CH3:40])([CH3:39])[CH3:38])=[O:35])[CH2:17][CH2:18][CH2:19][CH2:20][CH2:21][CH2:22][N:23]1C(=O)C2=CC=CC=C2C1=O)=[O:12])([CH3:9])([CH3:8])[CH3:7]>C(Cl)Cl>[NH2:47][CH2:46][CH2:45][CH2:44][CH2:43][CH2:42][CH2:41][N:13]([C:11]([O:10][C:6]([CH3:9])([CH3:8])[CH3:7])=[O:12])[CH2:14][CH2:15][N:16]([CH2:17][CH2:18][CH2:19][CH2:20][CH2:21][CH2:22][NH2:23])[C:34]([O:36][C:37]([CH3:40])([CH3:39])[CH3:38])=[O:35]. Procedure: A solution of anhydrous hydrazine (1 ml) was added to a stirred mixture of anhydrous ethanol (30 ml) and methylene chloride (20 ml) containing N,N′-bis(t-butyloxycarbonyl)-N,N′-bis(6-phthalimidohexyl)-1,2-diaminoethane (2.8 g; example 9). The reaction was continued overnight and the precipitated phthalazinedione by-product was removed by filtration. The filtrate on concentration at reduced pressure gave the title compound (1.5 g) as an oil. Procedure: 2-Chloro-N-(2,2-diphenylethyl)-adenosine 2',3',5'-triacetate (2.0 g,3.29 mmol) was dissolved in methanol (120 ml) and the solution was stirred at room temperature with 2M aqueous sodium carbonate solution (10 ml). After 2h the mixture was diluted with water (350 ml) and extracted with ethyl acetate (2×10 ml). The extract was washed with water (100 ml) and dried (MgSO4) then evaporated to leave a froth (1.42 g). A sample (0.42 g) was purified by column chromatography on flash silica eluting with ... Reaction SMILES: C([O:4][C@@H:5]1[C@H:9]([O:10]C(=O)C)[C@@H:8]([CH2:14][O:15]C(=O)C)[O:7][C@H:6]1[N:19]1[C:42]2[N:41]=[C:40]([Cl:43])[N:39]=[C:23]([NH:24][CH2:25][CH:26]([C:33]3[CH:38]=[CH:37][CH:36]=[CH:35][CH:34]=3)[C:27]3[CH:32]=[CH:31][CH:30]=[CH:29][CH:28]=3)[C:22]=2[N:21]=[CH:20]1)(=O)C.C(=O)([O-])[O-].[Na+].[Na+].CCOCC>CO.O>[Cl:43][C:40]1[N:39]=[C:23]([NH:24][CH2:25][CH:26]([C:27]2[CH:32]=[CH:31][CH:30]=[CH:29][CH:28]=2)[C:33]2[CH:38]=[CH:37][CH:36]=[CH:35][CH:34]=2)[C:22]2[N:21]=[CH:20][N:19]([C:42]=2[N:41]=1)[C@@H:6]1[O:7][C@H:8]([CH2:14][OH:15])[C@@H:9]([OH:10])[C@H:5]1[OH:4] |f:1.2.3|. The product is ClC=1N=C(C=2N=CN([C@H]3[C@H](O)[C@H](O)[C@@H](CO)O3)C2N1)NCC(C1=CC=CC=C1)C1=CC=CC=C1 (2-Chloro-N-(2,2-diphenylethyl)-adenosine). The reactants are 2h, CCOCC (ether), C(C)(=O)O[C@H]1[C@@H](O[C@@H]([C@H]1OC(C)=O)COC(C)=O)N1C=NC=2C(NCC(C3=CC=CC=C3)C3=CC=CC=C3)=NC(=NC12)Cl (2-Chloro-N-(2,2-diphenylethyl)-adenosine 2',3',5'-triacetate), C([O-])([O-])=O.[Na+].[Na+] (sodium carbonate). The solvent is O (water), CO (methanol). Yield: 11.2%. Reactants: Cl, CCOC(=O)C(=O)NNc1cc(I)ccn1, [Li+], C1CCOC1, [OH-], O. The product is O=C(O)C(=O)NNc1cc(I)ccn1. As a reaction SMILES: [ClH:19].[I:1][c:2]1[cH:3][c:4]([NH:8][NH:9][C:10]([C:11](=[O:12])[O:13][CH2:14][CH3:15])=[O:16])[n:5][cH:6][cH:7]1.[Li+:17].[O:20]1[CH2:21][CH2:22][CH2:23][CH2:24]1.[OH-:18].[OH2:25]>>[I:1][c:2]1[cH:3][c:4]([NH:8][NH:9][C:10]([C:11](=[O:12])[OH:13])=[O:16])[n:5][cH:6][cH:7]1.